Dataset: the Open Reaction Database (ORD), a public repository of structured organic reaction records. Task: describe an organic reaction: reactants, conditions, products, and yield Yields the product CC(C)N(C(=O)c1c(C=O)ccnc1F)C(C)C. As a reaction SMILES: [CH2:36]1[O:37][CH2:38][CH2:39][CH2:40]1.[CH3:8][CH2:9][CH2:10][CH2:11][Li:12].[CH:1]([NH:2][CH:3]([CH3:4])[CH3:5])([CH3:6])[CH3:7].[F:15][c:16]1[c:17]([C:18](=[O:19])[N:20]([CH:21]([CH3:22])[CH3:23])[CH:24]([CH3:25])[CH3:26])[cH:27][cH:28][cH:29][n:30]1.[N:13]#[N:14].[O:31]=[CH:32][N:33]([CH3:34])[CH3:35]>>[F:15][c:16]1[c:17]([C:18](=[O:19])[N:20]([CH:21]([CH3:22])[CH3:23])[CH:24]([CH3:25])[CH3:26])[c:27]([CH:32]=[O:31])[cH:28][cH:29][n:30]1. Starting materials: C1CCOC1, [Li]CCCC, CC(C)NC(C)C, CC(C)N(C(=O)c1cccnc1F)C(C)C, N#N, CN(C)C=O.